Dataset: the Open Reaction Database (ORD), a public repository of structured organic reaction records. Task: describe an organic reaction: reactants, conditions, products, and yield The reactants are OC1CC(OC1)=O (4-hydroxydihydrofuran-2(3H)-one), ClC(C(OCC1=CC=CC=C1)=N)(Cl)Cl (benzyl 2,2,2-trichloroacetimidate), FC(S(=O)(=O)O)(F)F (trifluoromethanesulfonic acid). Solvent: C(Cl)Cl (CH2Cl2), C1CCCCC1 (cyclohexane), hexanes. Run at temperature 0 celsius, time 48 hour. Product: C(C1=CC=CC=C1)OC1CC(OC1)=O (4-(benzyloxy)dihydrofuran-2(3H)-one). The yield is 75.5%. As a reaction SMILES: [OH:1][CH:2]1[CH2:6][O:5][C:4](=[O:7])[CH2:3]1.ClC(Cl)(Cl)C(=N)O[CH2:12][C:13]1[CH:18]=[CH:17][CH:16]=[CH:15][CH:14]=1.FC(F)(F)S(O)(=O)=O>C(Cl)Cl.C1CCCCC1>[CH2:12]([O:1][CH:2]1[CH2:6][O:5][C:4](=[O:7])[CH2:3]1)[C:13]1[CH:18]=[CH:17][CH:16]=[CH:15][CH:14]=1. Reported procedure: To a stirred solution of 4-hydroxydihydrofuran-2(3H)-one (25 g, 245 mmol) and benzyl 2,2,2-trichloroacetimidate (68.6 mL, 367 mmol) in CH2Cl2 (500 mL) and cyclohexane (500 mL) at 0° C. was added, dropwise, trifluoromethanesulfonic acid (2.175 mL, 24.49 mmol) over 10 min. The reaction mixture was stirred for 2 h at 0° C. and 48 h at room temperature. After this, it was diluted with hexanes (0.75 L), filtered and the filtrate washed with sat. aq. NaHCO3 (150 mL), dried (Na2SO4), filtered and conce... Reaction conditions: time 1 hour. The reactants are C[O-].[Na+] (sodium methoxide), CO (methanol), ClC=1C=C2C(CCOC2=CC1OC1=CC=C(C=C1)C(NC1=NC(=C(C=C1)F)C1=CC=C(C=C1)Cl)=O)C(=O)O (6-Chloro-7-(4-(6-(4-chlorophenyl)-5-fluoropyridin-2-ylcarbamoyl)phenoxy)-chroman-4-carboxylic acid). The yield is 101.6%. Solvent: CO.C1CCOC1 (MeOH THF). Procedure details: 6-Chloro-7-(4-(6-(4-chlorophenyl)-5-fluoropyridin-2-ylcarbamoyl)phenoxy)-chroman-4-carboxylic acid (16.1 mg, 0.0291 mmol) was dissolved in MeOH-THF (0.5 mL-0.5 mL) and 0.5 M sodium methoxide solution in methanol (58.19 μl, 0.0291 mmol) was added. The mixture was stirred at ambient temperature for 1 hour and concentrated. The residue was chased with dichloromethane multiple times and dried under high vacuum to provide 17.0 mg of the title compound as white solid (101.6%). MS (apci) m/z=553.0 (M+2... Reaction SMILES: [Cl:1][C:2]1[CH:3]=[C:4]2[C:9](=[CH:10][C:11]=1[O:12][C:13]1[CH:18]=[CH:17][C:16]([C:19](=[O:35])[NH:20][C:21]3[CH:26]=[CH:25][C:24]([F:27])=[C:23]([C:28]4[CH:33]=[CH:32][C:31]([Cl:34])=[CH:30][CH:29]=4)[N:22]=3)=[CH:15][CH:14]=1)[O:8][CH2:7][CH2:6][CH:5]2[C:36]([OH:38])=[O:37].C[O-].[Na+:41].CO>CO.C1COCC1>[Cl:1][C:2]1[CH:3]=[C:4]2[C:9](=[CH:10][C:11]=1[O:12][C:13]1[CH:14]=[CH:15][C:16]([C:19](=[O:35])[NH:20][C:21]3[CH:26]=[CH:25][C:24]([F:27])=[C:23]([C:28]4[CH:33]=[CH:32][C:31]([Cl:34])=[CH:30][CH:29]=4)[N:22]=3)=[CH:17][CH:18]=1)[O:8][CH2:7][CH2:6][CH:5]2[C:36]([O-:38])=[O:37].[Na+:41] |f:1.2,4.5,6.7|. Yields the product ClC=1C=C2C(CCOC2=CC1OC1=CC=C(C=C1)C(NC1=NC(=C(C=C1)F)C1=CC=C(C=C1)Cl)=O)C(=O)[O-].[Na+] (Sodium 6-chloro-7-(4-(6-(4-chlorophenyl)-5-fluoropyridin-2-ylcarbamoyl)phenoxy)-chroman-4-carboxylate).